Dataset: the Open Reaction Database (ORD), a public repository of structured organic reaction records. Task: describe an organic reaction: reactants, conditions, products, and yield Starting materials: CC(=O)C (acetone), O (water), I(=O)(=O)(=O)[O-].[Na+] (sodium periodate), compound, C1CCOC1 (THF), C(C)(=O)OCC (ethyl acetate). The reagents and catalysts are [Os](=O)(=O)(=O)=O (osmium tetroxide). Reaction conditions: time 2 hour. Product: C(=O)C1=CC(=C(C2=CC=CC=C12)OC)C(=O)OC (methyl 4-formyl-1-methoxy-2-naphthoate). Reaction SMILES: [CH2:1]1[CH2:5][O:4][CH2:3][CH2:2]1.[CH3:6][C:7]([CH3:9])=O.[OH2:10].I([O-])(=O)(=O)=O.[Na+].[C:17]([O:20][CH2:21]C)(=[O:19])[CH3:18]>[Os](=O)(=O)(=O)=O>[CH:6]([C:7]1[C:2]2[C:1](=[CH:5][CH:1]=[CH:2][CH:3]=2)[C:5]([O:4][CH3:3])=[C:18]([C:17]([O:20][CH3:21])=[O:19])[CH:9]=1)=[O:10] |f:3.4|. Procedure details: To a solution of the above compound (4.10 g, 16.9 mmol) in a 200 mL of a 2:1:1 mixture of THF:acetone:water was added sodium periodate (10.9 g, 50.8 mmol) and osmium tetroxide (4% aqueous solution, 6.65 mL, 0.847 mmol) dropwise. After 2 hours, the reaction was diluted with ethyl acetate, washed with water, aqueous sodium thiosulfate, and brine. The organic solution was dried over sodium sulfate, filtered, and concentrated in vacuo. The residue was purified via silica gel chromatography, eluting ... The reactants are ClC1=NC=NC2=CC(=C(C=C12)OC)OCCCl (4-chloro-7-(2-chloroethoxy)-6-methoxyquinazoline), ClC1=NC=NC2=CC(=C(C=C12)OC)O (4-chloro-6-methoxyquinazolin-7-ol), C([O-])([O-])=O.[K+].[K+] (potassium carbonate), BrCCCl (1-bromo-2-chloroethane). Run in CC(=O)N(C)C (dimethyl acetamide). Conditions: temperature 90 celsius. Yields the product ClC1=NC=NC2=CC(=C(C=C12)OC)OCCBr (4-chloro-7-(2-bromoethoxy)-6-methoxyquinazoline). The yield is 62.6%. RXN SMILES: [Cl:1][C:2]1[C:11]2[C:6](=[CH:7][C:8]([OH:14])=[C:9]([O:12][CH3:13])[CH:10]=2)[N:5]=[CH:4][N:3]=1.C(=O)([O-])[O-].[K+].[K+].[Br:21][CH2:22][CH2:23]Cl.ClC1C2C(=CC(OCCCl)=C(OC)C=2)N=CN=1>CC(N(C)C)=O>[Cl:1][C:2]1[C:11]2[C:6](=[CH:7][C:8]([O:14][CH2:23][CH2:22][Br:21])=[C:9]([O:12][CH3:13])[CH:10]=2)[N:5]=[CH:4][N:3]=1 |f:1.2.3|. Reported procedure: A mixture of 4-chloro-6-methoxyquinazolin-7-ol (5.0 g, 24 mmol), potassium carbonate (9.94 g, 72 mmol) and 1-bromo-2-chloroethane (7.98 ml, 96 mmol) in dimethyl acetamide (50 ml) was heated at 90° C. for 3 hours. The reaction mixture was allowed to cool to room temperature and then filtered. The filtrate was purified directly by silica gel chromatography eluting with a 20 to 80% mixture of ethyl acetate in iso-hexane. The obtained product was triturated with diethyl ether to give a 3:1 mixture o... Starting materials: CS(=O)(=O)OC[C@@H]1N(CCN(C1)S(=O)(=O)C=1SC=CC1)C1=CC=C(C=C1)C(C(F)(F)F)(C)O (((2R)-4-(2-thiophenylsulfonyl)-1-(4-(2,2,2-trifluoro-1-hydroxy-1-methylethyl)phenyl)-2-piperazinyl)methyl methanesulfonate), CS(=O)(=O)OC[C@@H]1N(CCN(C1)S(=O)(=O)C=1SC=CC1)C1=CC=C(C=C1)C(C(F)(F)F)(C)O (((2R)-4-(2-thiophenylsulfonyl)-1-(4-(2,2,2-trifluoro-1-hydroxy-1-methylethyl)phenyl)-2-piperazinyl)methyl methanesulfonate), C(C)(C)N (isopropylamine). The solvent is CO (MeOH). Conditions: temperature 140 celsius. Product: N (NH3), FC(C(C)(O)C1=CC=C(C=C1)N1[C@H](CN(CC1)S(=O)(=O)C=1SC=CC1)CNC(C)C)(F)F (1,1,1-trifluoro-2-(4-((2S)-2-(((1-methylethyl)amino)methyl)-4-(2-thiophenylsulfonyl)-1-piperazinyl)phenyl)-2-propanol). Yield: 154.2%. As a reaction SMILES: CS(O[CH2:6][C@H:7]1[CH2:12][N:11]([S:13]([C:16]2[S:17][CH:18]=[CH:19][CH:20]=2)(=[O:15])=[O:14])[CH2:10][CH2:9][N:8]1[C:21]1[CH:26]=[CH:25][C:24]([C:27]([OH:33])([CH3:32])[C:28]([F:31])([F:30])[F:29])=[CH:23][CH:22]=1)(=O)=O.[CH:34]([NH2:37])([CH3:36])[CH3:35]>CO>[NH3:8].[F:30][C:28]([F:31])([F:29])[C:27]([C:24]1[CH:23]=[CH:22][C:21]([N:8]2[CH2:9][CH2:10][N:11]([S:13]([C:16]3[S:17][CH:18]=[CH:19][CH:20]=3)(=[O:14])=[O:15])[CH2:12][C@@H:7]2[CH2:6][NH:37][CH:34]([CH3:36])[CH3:35])=[CH:26][CH:25]=1)([OH:33])[CH3:32]. Reported procedure: To a 20 mL of microwave vial was added ((2R)-4-(thiophen-2-ylsulfonyl)-1-(4-(1,1,1-trifluoro-2-hydroxypropan-2-yl)phenyl)piperazin-2-yl)methyl methanesulfonate (1.0 g, 1.9 mmol, Intermediate B), isopropylamine (2.5 mL, 28 mmol, Aldrich, St. Louis, Mo.), and MeOH (10.0 mL). The vial was sealed and heated in an Initiator microwave reactor (Biotage AB, Inc., Uppsala, Sweden) at 140° C. for 30 min. After cooling to room temperature, the reaction mixture was concentrated and the crude product was pur... The reactants are FC1=C(C=CC(=C1)F)[C@@]1(O[C@H]1C)CN1N=CN=C1 ((2R,3S)-2-(2,4-Difluorophenyl)-3-methyl-2-(1H-1,2,4-triazol-1-yl)methyloxirane), N1(N=NC=C1)CC1=CC=C(C=C1)N1C(NC=C1)=O (1-[4-(1H-1,2,3-triazol-1-ylmethyl)phenyl]-2(1H,3H)-imidazolone). The product is FC1=C(C=CC(=C1)F)[C@]([C@@H](C)N1C(N(C=C1)C1=CC=C(C=C1)CN1N=NC=C1)=O)(CN1N=CN=C1)O (1-[(1R,2R)-2-(2,4-difluorophenyl)-2-hydroxy-1-methyl-3-(1H-1,2,4-triazol-1-yl)propyl]-3-[4-(1H-1,2,3-triazol-1-ylmethyl)phenyl]-2(1H,3H)-imidazolone). RXN SMILES: [F:1][C:2]1[CH:7]=[C:6]([F:8])[CH:5]=[CH:4][C:3]=1[C@@:9]1([CH2:13][N:14]2[CH:18]=[N:17][CH:16]=[N:15]2)[C@H:11]([CH3:12])[O:10]1.[N:19]1([CH2:24][C:25]2[CH:30]=[CH:29][C:28]([N:31]3[CH:35]=[CH:34][NH:33][C:32]3=[O:36])=[CH:27][CH:26]=2)[CH:23]=[CH:22][N:21]=[N:20]1>>[F:1][C:2]1[CH:7]=[C:6]([F:8])[CH:5]=[CH:4][C:3]=1[C@@:9]([OH:10])([CH2:13][N:14]1[CH:18]=[N:17][CH:16]=[N:15]1)[C@H:11]([N:33]1[CH:34]=[CH:35][N:31]([C:28]2[CH:27]=[CH:26][C:25]([CH2:24][N:19]3[CH:23]=[CH:22][N:21]=[N:20]3)=[CH:30][CH:29]=2)[C:32]1=[O:36])[CH3:12]. Procedure details: (2R,3S)-2-(2,4-Difluorophenyl)-3-methyl-2-(1H-1,2,4-triazol-1-yl)methyloxirane was reacted with 1-[4-(1H-1,2,3-triazol-1-ylmethyl)phenyl]-2(1H,3H)-imidazolone in the same manner as in Working Example 11 to give 1-[(1R,2R)-2-(2,4-difluorophenyl)-2-hydroxy-1-methyl-3-(1H-1,2,4-triazol-1-yl)propyl]-3-[4-(1H-1,2,3-triazol-1-ylmethyl)phenyl]-2(1H,3H)-imidazolone (Compound 28). Starting materials: C[Si](C)(C)C#CC1NC(=O)C1NC(c1ccccc1)(c1ccccc1)c1ccccc1, CCO, CS(C)=O, [F-], [K+]. Yields the product C#CC1NC(=O)C1NC(c1ccccc1)(c1ccccc1)c1ccccc1. Reaction SMILES: [C:1]([c:2]1[cH:3][cH:4][cH:5][cH:6][cH:7]1)([c:8]1[cH:9][cH:10][cH:11][cH:12][cH:13]1)([c:14]1[cH:15][cH:16][cH:17][cH:18][cH:19]1)[NH:20][CH:21]1[C:22](=[O:31])[NH:23][CH:24]1[C:25]#[C:26][Si:27]([CH3:28])([CH3:29])[CH3:30].[CH3:34][CH2:35][OH:36].[CH3:37][S:38](=[O:39])[CH3:40].[F-:32].[K+:33]>>[C:1]([c:2]1[cH:3][cH:4][cH:5][cH:6][cH:7]1)([c:8]1[cH:9][cH:10][cH:11][cH:12][cH:13]1)([c:14]1[cH:15][cH:16][cH:17][cH:18][cH:19]1)[NH:20][CH:21]1[C:22](=[O:31])[NH:23][CH:24]1[C:25]#[CH:26].